From a dataset of the Open Reaction Database (ORD), a public repository of structured organic reaction records. describe an organic reaction: reactants, conditions, products, and yield Reactants: 2,2bis(4-hydroxyphenyl)-4'-trifluoromethyl styrene, OC1=CC=C(C=C1)C(CC)C(CC)C1=CC=C(C=C1)O (3,4-bis(4-hydroxyphenyl) hexane), OC1=CC=C(C=C1)CCCC1=CC=C(C=C1)O (1,3-bis(4-hydroxyphenyl) propane), OC1=CC=C(C=C1)C1(C(C=C)C=CC=C1)C1=CC=C(C=C1)O (2,2-bis(4-hydroxyphenyl) styrene), 2,2-bis(4-hydroxyphenyl)-3'-methyl styrene, C(C)C1=C(C=CC(=C1)O)CCC1=C(C=C(C=C1)O)CC (1,2-bis(2-ethyl-4-hydroxyphenyl)ethane), 2,2-bis(4-hydroxyphenyl)-4'-fluorostyrene, OC1=CC=C(C=C1)C(CC)CC(CC)C1=CC=C(C=C1)O (3,5-bis(4-hydroxyphenyl) heptane), FC=1C=C(C=CC1O)C(C)(C)C1=CC(=C(C=C1)O)F (2,2-bis (3-fluoro-4-hydroxyphenyl) propane), OC1=CC=C(C=C1)CCCCC1=CC=C(C=C1)O (1,4-bis(4-hydroxyphenyl)-butane), C/C=C(/C(=C/C)/C1=CC=C(C=C1)O)\C2=CC=C(C=C2)O (dienestrol), OC1=CC=C(C=C1)C(CC)(CC)C1=CC=C(C=C1)O (3,3bis(4-hydroxyphenyl)pentane), OC1=CC=C(C=C1)C(C)(C)C1=CC=C(C=C1)O (2,2-bis(4-hydroxyphenyl) propane), C(C)C1=C(C=CC=C1O)CCC1=C(C(=CC=C1)O)CC (1,2-bis(2-ethyl-3-hydroxyphenyl) ethane). Yields the product CC[C@H](C=1C=CC(=CC1)O)[C@@H](CC)C=2C=CC(=CC2)O (Hexestrol). Reaction SMILES: [OH:1][C:2]1[CH:7]=[CH:6][C:5]([CH:8]([CH:11]([C:14]2[CH:19]=[CH:18][C:17]([OH:20])=[CH:16][CH:15]=2)[CH2:12][CH3:13])[CH2:9][CH3:10])=[CH:4][CH:3]=1.OC1C=CC(C(C2C=CC(O)=CC=2)(CC)CC)=CC=1.OC1C=CC(C(C2C=CC(O)=CC=2)(C)C)=CC=1.OC1C=CC(C2(C3C=CC(O)=CC=3)C=CC=CC2C=C)=CC=1.C(C1C=C(O)C=CC=1CCC1C=CC(O)=CC=1CC)C.C(C1C(O)=CC=CC=1CCC1C=CC=C(O)C=1CC)C.C/C=C(\C1C=CC(O)=CC=1)/C(/C1C=CC(O)=CC=1)=C/C.OC1C=CC(C(CC(C2C=CC(O)=CC=2)CC)CC)=CC=1.OC1C=CC(CCCCC2C=CC(O)=CC=2)=CC=1.OC1C=CC(CCCC2C=CC(O)=CC=2)=CC=1.FC1C=C(C(C2C=CC(O)=C(F)C=2)(C)C)C=CC=1O>>[CH3:13][CH2:12][C@@H:11]([C@H:8]([C:5]1[CH:4]=[CH:3][C:2]([OH:1])=[CH:7][CH:6]=1)[CH2:9][CH3:10])[C:14]1[CH:19]=[CH:18][C:17]([OH:20])=[CH:16][CH:15]=1. Reported procedure: 3,4-bis(4-hydroxyphenyl) hexane; 3,3bis(4-hydroxyphenyl)pentane; 2,2-bis(4-hydroxyphenyl) propane; 2,2-bis(4-hydroxyphenyl) styrene; 1,2-bis(2-ethyl-4-hydroxyphenyl)ethane, 1,2-bis(2-ethyl-3-hydroxyphenyl) ethane; dienestrol (3,4-bis(4-hydroyphenyl)-2,4-hexadiane); 3,5-bis(4-hydroxyphenyl) heptane; 1,4-bis(4-hydroxyphenyl)-butane, 1,3-bis(4-hydroxyphenyl) propane, 2,2-bis (3-fluoro-4-hydroxyphenyl) propane, 2,2-bis(4-hydroxyphenyl)-3'-methyl styrene, 2,2-bis(4-hydroxyphenyl)-4'-fluorostyrene and... Starting materials: ON1N=NC2=C1C=CC=C2 (1-hydroxybenzotriazole), FC1=C(C=CC(=C1F)F)CN ([(2,3,4-trifluorophenyl)methyl]amine), C(C)N1CCOCC1 (N-ethyl morpholine), Cl.CN(CCCN=C=NCC)C (N-(3-dimethylaminopropyl)-N′-ethylcarbodiimide hydrochloride), C(C)N1[C@H](C(=O)O)CCC1=O (1-Ethyl-5-oxo-proline), FC1=C(C=CC(=C1F)F)CN ([(2,3,4-trifluorophenyl)methyl]amine). Run in CN(C=O)C (dimethylformamide), Cl (hydrogen chloride), ClCCl (dichloromethane). The product is C(C)N1[C@H](C(=O)NCC2=C(C(=C(C=C2)F)F)F)CCC1=O (1-ethyl-5-oxo-N-[(2,3,4-trifluorophenyl)methyl]-prolinamide). Isolated yield 33.3%. As a reaction SMILES: [CH2:1]([N:3]1[C:10](=[O:11])[CH2:9][CH2:8][C@H:4]1[C:5]([OH:7])=O)[CH3:2].ON1C2C=CC=CC=2N=N1.[F:22][C:23]1[C:28]([F:29])=[C:27]([F:30])[CH:26]=[CH:25][C:24]=1[CH2:31][NH2:32].C(N1CCOCC1)C.Cl.CN(C)CCCN=C=NCC>ClCCl.Cl.CN(C)C=O>[CH2:1]([N:3]1[C:10](=[O:11])[CH2:9][CH2:8][C@H:4]1[C:5]([NH:32][CH2:31][C:24]1[CH:25]=[CH:26][C:27]([F:30])=[C:28]([F:29])[C:23]=1[F:22])=[O:7])[CH3:2] |f:4.5|. Procedure: 1-Ethyl-5-oxo-proline (0.050 g, 0.32 mmol) was dissolved in anhydrous dichloromethane (˜7 ml) and dimethylformamide (1 ml) and to this was added 1-hydroxybenzotriazole (0.052 g, 0.38 mmol), [(2,3,4-trifluorophenyl)methyl]amine (0.103 g, 0.64 mmol), N-ethyl morpholine (0.151 ml, 0.95 mmol) and N-(3-dimethylaminopropyl)-N′-ethylcarbodiimide hydrochloride (0.073 g, 0.38 mmol). The mixture was shaken at room temperature over the weekend. A further aliquot of [(2,3,4-trifluorophenyl)methyl]amine (0.0... Reaction SMILES: C1(OC)C=CC=CC=1.[N+:9]([C:12]1[C:25]2[C:24](=[O:26])[C:23]3[C:18](=[CH:19][CH:20]=[CH:21][CH:22]=3)[C:17](=[O:27])[C:16]=2[CH:15]=[CH:14][CH:13]=1)([O-])=O.[H][H].ONC1C2C(=O)C3C(=CC=CC=3)C(=O)C=2C=CC=1>[Pd]>[NH2:9][C:12]1[C:25]2[C:24](=[O:26])[C:23]3[C:18](=[CH:19][CH:20]=[CH:21][CH:22]=3)[C:17](=[O:27])[C:16]=2[CH:15]=[CH:14][CH:13]=1. Conditions: time 30 minute. Isolated yield 97.0%. Procedure: 300 Parts by weight of anisole are mixed with 27 parts of (97 percent) 1-nitroanthraquinone and 0.2 parts by weight of a palladium/charcoal catalyst (5 percent of Pd on active charcoal) and heated to 130° in an autoclave. At this temperature, hydrogen is blown through until the rate of up-take of the hydrogen has fallen to 10 percent of the original value. At this stage, about 2 percent of overhydrogenated product is present (ascertained by TLC). After interruption of the hydrogen supply, at 130... The reagents and catalysts are [Pd] (palladium/charcoal). Starting materials: [H][H] (hydrogen), overhydrogenated product, C1(=CC=CC=C1)OC (anisole), [N+](=O)([O-])C1=CC=CC=2C(C3=CC=CC=C3C(C12)=O)=O (1-nitroanthraquinone), [H][H] (hydrogen), [H][H] (hydrogen), ONC1=CC=CC=2C(C3=CC=CC=C3C(C12)=O)=O (1-hydroxylaminoanthraquinone). The product is NC1=CC=CC=2C(C3=CC=CC=C3C(C12)=O)=O (1-aminoanthraquinone). Reactants: OC1=C(C(=CC=C1)O)C(CC)=NO (1-(2,6-dihydroxyphenyl)-1-propanone oxime), OC1=C(C(=CC=C1)O)C(CC)=NO (1-(2,6-dihydroxyphenyl)-1-propanone oxime), C(C)(=O)OC(C)=O (acetic anhydride). The product is C(C)(=O)ON=C(CC)C1=C(C=CC=C1O)O (1-(2,6-dihydroxyphenyl)-1-propanone O-acetyloxime). Isolated yield 30.5%. As a reaction SMILES: [OH:1][C:2]1[CH:7]=[CH:6][CH:5]=[C:4]([OH:8])[C:3]=1[C:9](=[N:12][OH:13])[CH2:10][CH3:11].[C:14](OC(=O)C)(=[O:16])[CH3:15]>>[C:14]([O:13][N:12]=[C:9]([C:3]1[C:4]([OH:8])=[CH:5][CH:6]=[CH:7][C:2]=1[OH:1])[CH2:10][CH3:11])(=[O:16])[CH3:15]. Reported procedure: 1-(2,6-dihydroxyphenyl)-1-propanone oxime (Intermediate 29, 716 mg) was stirred in acetic anhydride (2.24 ml, 23.7 mmol) at room temperature for 1 hour. After removal of the volatiles, the residue was washed with water, filtered and dried. The crude compound was charged on a silica gel column (Biotage SP1 system) and eluted with Cyclohexane/EtOAc (from 100/0 to all 0/100) to afford the title compound (269 mg). Reactants: ClC1=CC=C(C=2N3C(=NC21)N(CCC3)C3=C(C=C(C=C3)Cl)Cl)C(C=O)CC (2-[9-chloro-1-(2,4-dichlorophenyl)-1,2,3,4-tetrahydropyrimido[1,2-a]benzimidazol-6-yl]butanal), C[Mg]Br (methylmagnesium bromide). The solvent is [Cl-].[NH4+] (ammonium chloride), O1CCCC1 (tetrahydrofuran). Reaction conditions: temperature -78 celsius, time 1 hour. The product is ClC1=CC=C(C=2N3C(=NC21)N(CCC3)C3=C(C=C(C=C3)Cl)Cl)C(C(C)O)CC (3-[9-Chloro-1-(2,4-dichlorophenyl)-1,2,3,4-tetrahydropyrimido[1,2-a]benzimidazol-6-yl]pentan-2-ol). Yield: 55.3%. Reaction SMILES: [Cl:1][C:2]1[C:10]2[N:9]=[C:8]3[N:11]([C:15]4[CH:20]=[CH:19][C:18]([Cl:21])=[CH:17][C:16]=4[Cl:22])[CH2:12][CH2:13][CH2:14][N:7]3[C:6]=2[C:5]([CH:23]([CH2:26][CH3:27])[CH:24]=[O:25])=[CH:4][CH:3]=1.[CH3:28][Mg]Br>O1CCCC1.[Cl-].[NH4+]>[Cl:1][C:2]1[C:10]2[N:9]=[C:8]3[N:11]([C:15]4[CH:20]=[CH:19][C:18]([Cl:21])=[CH:17][C:16]=4[Cl:22])[CH2:12][CH2:13][CH2:14][N:7]3[C:6]=2[C:5]([CH:23]([CH2:26][CH3:27])[CH:24]([OH:25])[CH3:28])=[CH:4][CH:3]=1 |f:3.4|. Procedure: To a solution of 2-[9-chloro-1-(2,4-dichlorophenyl)-1,2,3,4-tetrahydropyrimido[1,2-a]benzimidazol-6-yl]butanal (333 mg, 0.790 mmol) in tetrahydrofuran (8 mL) was added dropwise methylmagnesium bromide (3 M solution in diethyl ether, 0.395 mL, 1.19 mmol) at −78° C., and the mixture was stirred at −78° C. for 1 h. The reaction mixture was diluted with aqueous saturated ammonium chloride, and extracted with ethyl acetate. The combined organic layer was washed with brine, dried over anhydrous sodium...